Dataset: the Open Reaction Database (ORD), a public repository of structured organic reaction records. Task: describe an organic reaction: reactants, conditions, products, and yield Starting materials: O=C([O-])[O-], OCC1CO1, [K+], [K+], Nc1cc[nH]c(=O)n1, CN(C)C=O. Product: Nc1ccn(CC(O)CO)c(=O)n1. RXN SMILES: [C:14](=[O:15])([O-:16])[O-:17].[CH:9]1([CH2:10][OH:11])[CH2:12][O:13]1.[K+:18].[K+:19].[NH2:1][c:2]1[cH:3][cH:4][nH:5][c:6](=[O:7])[n:8]1.[O:20]=[CH:21][N:22]([CH3:23])[CH3:24]>>[NH2:1][c:2]1[cH:3][cH:4][n:5]([CH2:12][CH:9]([CH2:10][OH:11])[OH:13])[c:6](=[O:7])[n:8]1.